From a dataset of the Open Reaction Database (ORD), a public repository of structured organic reaction records. describe an organic reaction: reactants, conditions, products, and yield Starting materials: FC=1C=C(C=CC1F)S (3,4-difluorothiophenol), C(C)I (ethyl iodide), C([O-])([O-])=O.[K+].[K+] (potassium carbonate). Solvent: CN(C)C=O (DMF). Conditions: time 2 hour. Yields the product C(C)SC1=CC(=C(C=C1)F)F (3,4-difluorophenyl ethyl sulfide). Reaction SMILES: [F:1][C:2]1[CH:3]=[C:4]([SH:9])[CH:5]=[CH:6][C:7]=1[F:8].[CH2:10](I)[CH3:11].C(=O)([O-])[O-].[K+].[K+]>CN(C=O)C>[CH2:10]([S:9][C:4]1[CH:5]=[CH:6][C:7]([F:8])=[C:2]([F:1])[CH:3]=1)[CH3:11] |f:2.3.4|. Procedure: A solution of 3,4-difluorothiophenol (3 g), ethyl iodide (1.6 ml), potassium carbonate (2.64 g) and DMF (40 ml) were charged to a flask and stirred for 2 h. The solution was partitioned between ethyl acetate and water. The organic extracts were dried (MgSO4) and evaporated under reduced pressure to give the subtitle compound (3.84 g). Starting materials: NC=1C=CC(=C(C1)[C@]1(N=C(OCC1(F)F)N)C)F ((R)-4-(5-amino-2-fluoro-phenyl)-5,5-difluoro-4-methyl-5,6-dihydro-4H-[1,3]oxazin-2-ylamine), C(C)C=1OC=C(N1)C(=O)O (2-ethyl-oxazole-4-carboxylic acid). Product: NC=1OCC([C@@](N1)(C)C=1C=C(C=CC1F)NC(=O)C=1N=C(OC1)CC)(F)F (2-Ethyl-oxazole-4-carboxylic acid [3-((R)-2-amino-5,5-difluoro-4-methyl-5,6-dihydro-4H-[1,3]oxazin-4-yl)-4-fluoro-phenyl]-amide). Reaction SMILES: [NH2:1][C:2]1[CH:3]=[CH:4][C:5]([F:18])=[C:6]([C@:8]2([CH3:17])[C:13]([F:15])([F:14])[CH2:12][O:11][C:10]([NH2:16])=[N:9]2)[CH:7]=1.[CH2:19]([C:21]1[O:22][CH:23]=[C:24]([C:26](O)=[O:27])[N:25]=1)[CH3:20]>>[NH2:16][C:10]1[O:11][CH2:12][C:13]([F:14])([F:15])[C@:8]([C:6]2[CH:7]=[C:2]([NH:1][C:26]([C:24]3[N:25]=[C:21]([CH2:19][CH3:20])[O:22][CH:23]=3)=[O:27])[CH:3]=[CH:4][C:5]=2[F:18])([CH3:17])[N:9]=1. Procedure details: The condensation of (R)-4-(5-amino-2-fluoro-phenyl)-5,5-difluoro-4-methyl-5,6-dihydro-4H-[1,3]oxazin-2-ylamine (intermediate XI-1) and 2-ethyl-oxazole-4-carboxylic acid following procedure I yielded the title compound as a brown oil. MS (ISP): m/z=383.3 [M+H]+. The reactants are C, COC(=O)c1cc(OC)c(OCCCl)cc1[N+](=O)[O-], CO, [H][H], S=[Pt]. The product is COC(=O)c1cc(OC)c(OCCCl)cc1N. Reaction SMILES: [C:22].[CH3:1][O:2][c:3]1[c:4]([O:16][CH2:17][CH2:18][Cl:19])[cH:5][c:6]([N+:13]([O-:14])=[O:15])[c:7]([C:8](=[O:9])[O:10][CH3:11])[cH:12]1.[CH3:25][OH:26].[H:20][H:21].[Pt:23]=[S:24]>>[CH3:1][O:2][c:3]1[c:4]([O:16][CH2:17][CH2:18][Cl:19])[cH:5][c:6]([NH2:13])[c:7]([C:8](=[O:9])[O:10][CH3:11])[cH:12]1. Starting materials: C([C@H]([C@@H](C(O)=O)O)O)(O)=O, C1C[C@](C(N1)=O)(C)N. The reagents and catalysts are c1ccc(cc1)-c2c3ccccc3cc4ccccc24 (9-Phenylanthracene). The solvent is CC(C)O (IPA). Run at temperature 80 celsius, time 18 hour. Yields the product C[C@]1(N)CCNC1=O. RXN SMILES: [CH3:1][C@:2]1([C:7](=[O:8])[NH:6][CH2:5][CH2:4]1)[NH2:3].O[C@H](C(O)=O)[C@@H](C(O)=O)O>>[CH3:1][C@:2]1([C:7](=[O:8])[NH:6][CH2:5][CH2:4]1)[NH2:3]. Yields the product COCCOCCOCc1cc(C(=O)OC(C)(C)C)nn1CC(=O)Nc1ccc(Cl)cn1. Starting materials: O=C(CBr)Nc1ccc(Cl)cn1, COCCOCCOCc1cc(C(=O)OC(C)(C)C)[nH]n1, [H-], [Na+], CN(C)C=O, O. As a reaction SMILES: [Br:24][CH2:25][C:26](=[O:27])[NH:28][c:29]1[n:30][cH:31][c:32]([Cl:35])[cH:33][cH:34]1.[C:1]([CH3:2])([CH3:3])([CH3:4])[O:5][C:6](=[O:7])[c:8]1[nH:9][n:10][c:11]([CH2:13][O:14][CH2:15][CH2:16][O:17][CH2:18][CH2:19][O:20][CH3:21])[cH:12]1.[H-:22].[Na+:23].[O:37]=[CH:38][N:39]([CH3:40])[CH3:41].[OH2:36]>>[C:1]([CH3:2])([CH3:3])([CH3:4])[O:5][C:6](=[O:7])[c:8]1[n:9][n:10]([CH2:25][C:26](=[O:27])[NH:28][c:29]2[n:30][cH:31][c:32]([Cl:35])[cH:33][cH:34]2)[c:11]([CH2:13][O:14][CH2:15][CH2:16][O:17][CH2:18][CH2:19][O:20][CH3:21])[cH:12]1.